This data is from the Open Reaction Database (ORD), a public repository of structured organic reaction records. The task is: describe an organic reaction: reactants, conditions, products, and yield Reactants: C(C)(=O)NC1CCNCC1 (4-acetamidopiperidine), C([O-])(O)=O.[Na+] (sodium bicarbonate), ClC(=O)OCC (ethyl chloroformate). Run in O (water), O (water), C(C)(=O)OCC (ethyl acetate). The product is C(C)(=O)NC1CCN(CC1)C(=O)OCC (4-Acetamido-N-ethoxycarbonylpiperdine). The yield is 103.2%. RXN SMILES: [C:1]([NH:4][CH:5]1[CH2:10][CH2:9][NH:8][CH2:7][CH2:6]1)(=[O:3])[CH3:2].C(=O)(O)[O-].[Na+].Cl[C:17]([O:19][CH2:20][CH3:21])=[O:18]>O.C(OCC)(=O)C>[C:1]([NH:4][CH:5]1[CH2:10][CH2:9][N:8]([C:17]([O:19][CH2:20][CH3:21])=[O:18])[CH2:7][CH2:6]1)(=[O:3])[CH3:2] |f:1.2|. Reported procedure: A solution of 4-acetamidopiperidine (20.7 g), sodium bicarbonate (10.6 g) and water (300 ml) was cooled to 0° C., and 17.7 g of ethyl chloroformate was added dropwise, with stirring. Upon completion of the addition, the reaction mixture was allowed to warm to ambient temperature and was diluted with water and ethyl acetate. The layers were separated, and the organic layer was washed with saturated sodium chloride solution, dried over anhydrous magnesium sulfate and filtered. The filtrate was eva...